Dataset: the Open Reaction Database (ORD), a public repository of structured organic reaction records. Task: describe an organic reaction: reactants, conditions, products, and yield The reactants are CC=1C=C(OCC(C)=O)C=CC1 (1-(3-Methylphenoxy)propan-2-one), C(C)O (ethanol), Cl.NO (hydroxylamine hydrochloride), fused sodium acetate. Solvent: O (water). The product is CC=1C=C(OCC(C)=NO)C=CC1 (1-(3-methylphenoxy)propan-2-one oxime). RXN SMILES: [CH3:1][C:2]1[CH:3]=[C:4]([CH:10]=[CH:11][CH:12]=1)[O:5][CH2:6][C:7](=O)[CH3:8].C(O)C.Cl.[NH2:17][OH:18]>O>[CH3:1][C:2]1[CH:3]=[C:4]([CH:10]=[CH:11][CH:12]=1)[O:5][CH2:6][C:7](=[N:17][OH:18])[CH3:8] |f:2.3|. Reported procedure: 1-(3-Methylphenoxy)propan-2-one (24.9 g.) and ethanol (100 ml.) were added to a solution of hydroxylamine hydrochloride (25 g.) and fused sodium acetate (25 g.) in water (110 ml.). The resulting solution was refluxed for 31/2 hours and evaporated to near dryness under reduced pressure. The residue was partitioned between water and ether. The ether extract was washed with water, dried over anhydrous potassium carbonate and evaporated. The residue was distilled to give a fraction, b.p. 159°-163°/1... The reactants are CC(C)(C)O, O=C(Cl)C(Cl)c1ccc(Cl)cc1Cl, ClCCl, c1ccncc1. The product is CC(C)(C)OC(=O)C(Cl)c1ccc(Cl)cc1Cl. As a reaction SMILES: [C:1]([CH3:2])([CH3:3])([CH3:4])[OH:5].[Cl:12][CH:13]([C:14](=[O:15])[Cl:16])[c:17]1[c:18]([Cl:24])[cH:19][c:20]([Cl:23])[cH:21][cH:22]1.[Cl:25][CH2:26][Cl:27].[cH:6]1[cH:7][cH:8][n:9][cH:10][cH:11]1>>[C:1]([CH3:2])([CH3:3])([CH3:4])[O:5][C:14]([CH:13]([Cl:12])[c:17]1[c:18]([Cl:24])[cH:19][c:20]([Cl:23])[cH:21][cH:22]1)=[O:15]. Reactants: NC1=C(C=CC2=CC=CC=C12)CCCCCCC(=O)OCOC (methoxymethyl 7-(1-amino-2-naphthyl)heptanoate), S(=O)(=O)(C)Cl (mesyl chloride). Solvent: N1=CC=CC=C1 (pyridine), Cl (HCl). Reaction conditions: temperature 50 celsius, time 2 hour. Yields the product S(=O)(=O)(C)NC1=C(C=CC2=CC=CC=C12)CCCCCCC(=O)O (7-(1-mesylamino-2-naphthyl)heptanoic acid). Isolated yield 84.5%. RXN SMILES: [NH2:1][C:2]1[C:11]2[C:6](=[CH:7][CH:8]=[CH:9][CH:10]=2)[CH:5]=[CH:4][C:3]=1[CH2:12][CH2:13][CH2:14][CH2:15][CH2:16][CH2:17][C:18]([O:20]COC)=[O:19].[S:24](Cl)([CH3:27])(=[O:26])=[O:25]>N1C=CC=CC=1.Cl>[S:24]([NH:1][C:2]1[C:11]2[C:6](=[CH:7][CH:8]=[CH:9][CH:10]=2)[CH:5]=[CH:4][C:3]=1[CH2:12][CH2:13][CH2:14][CH2:15][CH2:16][CH2:17][C:18]([OH:20])=[O:19])([CH3:27])(=[O:26])=[O:25]. Procedure: In pyridine (3 ml) was dissolved methoxymethyl 7-(1-amino-2-naphthyl)heptanoate (0.3 g) followed by addition of mesyl chloride (0.218 g), and the mixture was stirred at 50° C. for 2 hours. This reaction mixture was poured in 0.5N HCl and extracted with ethyl acetate. The organic layer was washed with water, dried, and concentrated to dryness. The residue was treated with 1N HCl (3 ml) and tetrahydrofuran (6 ml) at the reflux temperature for 1.5 hours and, after cooling, extracted with ethyl acet... Reactants: [BH4-], O=C([O-])O, CO, Cc1ccc2c(N=CC(O)(CC(C)(C)c3cc(F)cc4c3OCC4)C(F)(F)F)cccc2n1, [Na+], [Na+]. Yields the product Cc1ccc2c(NCC(O)(CC(C)(C)c3cc(F)cc4c3OCC4)C(F)(F)F)cccc2n1. Reaction SMILES: [BH4-:39].[C:34](=[O:35])([OH:36])[O-:37].[CH3:41][OH:42].[F:1][c:2]1[cH:3][c:4]([C:11]([CH2:12][C:13]([CH:14]=[N:15][c:16]2[c:17]3[cH:18][cH:19][c:20]([CH3:26])[n:21][c:22]3[cH:23][cH:24][cH:25]2)([C:27]([F:28])([F:29])[F:30])[OH:31])([CH3:32])[CH3:33])[c:5]2[c:6]([cH:10]1)[CH2:7][CH2:8][O:9]2.[Na+:38].[Na+:40]>>[F:1][c:2]1[cH:3][c:4]([C:11]([CH2:12][C:13]([CH2:14][NH:15][c:16]2[c:17]3[cH:18][cH:19][c:20]([CH3:26])[n:21][c:22]3[cH:23][cH:24][cH:25]2)([C:27]([F:28])([F:29])[F:30])[OH:31])([CH3:32])[CH3:33])[c:5]2[c:6]([cH:10]1)[CH2:7][CH2:8][O:9]2.